This data is from the Open Reaction Database (ORD), a public repository of structured organic reaction records. The task is: describe an organic reaction: reactants, conditions, products, and yield Reactants: Cc1ccc(C(=O)NC2CC2)cc1-n1ccnc(NC2(c3ccccc3OCC3CO3)CC2)c1=O, NCCO, CN(C)C=O. Product: Cc1ccc(C(=O)NC2CC2)cc1-n1ccnc(NC2(c3ccccc3OCC(O)CNCCO)CC2)c1=O. RXN SMILES: [CH:5]1([NH:8][C:9]([c:10]2[cH:11][c:12](-[n:17]3[c:18](=[O:38])[c:19]([NH:23][C:24]4([c:27]5[c:28]([O:33][CH2:34][CH:35]6[O:36][CH2:37]6)[cH:29][cH:30][cH:31][cH:32]5)[CH2:25][CH2:26]4)[n:20][cH:21][cH:22]3)[c:13]([CH3:16])[cH:14][cH:15]2)=[O:39])[CH2:6][CH2:7]1.[NH2:1][CH2:2][CH2:3][OH:4].[O:40]=[CH:41][N:42]([CH3:43])[CH3:44]>>[NH:1]([CH2:2][CH2:3][OH:4])[CH2:37][CH:35]([CH2:34][O:33][c:28]1[c:27]([C:24]2([NH:23][c:19]3[c:18](=[O:38])[n:17](-[c:12]4[cH:11][c:10]([C:9]([NH:8][CH:5]5[CH2:6][CH2:7]5)=[O:39])[cH:15][cH:14][c:13]4[CH3:16])[cH:22][cH:21][n:20]3)[CH2:25][CH2:26]2)[cH:32][cH:31][cH:30][cH:29]1)[OH:36]. Reactants: C(#N)C1=CC=CC=2N=NSC21 (7-cyanobenzo-1,2,3-thiadiazole), liquid, [H][H] (hydrogen), [H][H] (hydrogen), [H][H] (Hydrogen). Reagents/catalysts: [Ni] (Raney nickel). Solvent: CO (methanol). Yields the product NCC1=CC=CC=2N=NSC21 (7-aminomethylbenzo-1,2,3-thiadiazole). Reaction SMILES: [C:1]([C:3]1[C:11]2[S:10][N:9]=[N:8][C:7]=2[CH:6]=[CH:5][CH:4]=1)#[N:2].[H][H]>CO.[Ni]>[NH2:2][CH2:1][C:3]1[C:11]2[S:10][N:9]=[N:8][C:7]=2[CH:6]=[CH:5][CH:4]=1. Procedure details: In a hydrogenation vessel, a solution of 14.5 g of 7-cyanobenzo-1,2,3-thiadiazole in 150 ml of methanol is treated with 4.4 g of Raney nickel and with 15 g of liquid nitrogen. Hydrogen is subsequently injected, the vessel is heated, and the mixture is hydrogenated at 60° C. and constant hydrogen pressure of 107Pa until hydrogen is no longer taken up. The mixture is then cooled, the catalyst is removed by filtration, the filtrate is evaporated and chromatographed on silica gel (hexane/ethyl aceta... The reactants are C(C1=CC=CC=C1)OC1=CC(N(C=C1)CC(C(=O)N1CCC(CC1)N1CCCCC1)NC(=O)N1CCC(CC1)N1C(NC2=CC=CC=C2C1)=O)=O (4-(2-oxo-1,4-dihydro-2H-quinazolin-3-yl)-piperidine-1-carboxylic acid[1-(4-benzyloxy-2-oxo-2H-pyridin-1-ylmethyl)-2-[1,4′]bipiperidinyl-1′-yl-2-oxo-ethyl]-amide). Reagents/catalysts: [Pd] (palladium on charcoal). Solvent: CO (methanol). Conditions: time 1 hour. The product is N1(CCCCC1)C1CCN(CC1)C(C(CN1C(C=C(C=C1)O)=O)NC(=O)N1CCC(CC1)N1C(NC2=CC=CC=C2C1)=O)=O ((±)-4-(2-Oxo-1,4-dihydro-2H-quinazolin-3-yl)-piperidine-1-carboxylic acid[2-[1,4′]bipiperidinyl-1′-yl-1-(4-hydroxy-2-oxo-2H-pyridin-1-ylmethyl)-2-oxo-ethyl]-amide). As a reaction SMILES: C([O:8][C:9]1[CH:14]=[CH:13][N:12]([CH2:15][CH:16]([NH:31][C:32]([N:34]2[CH2:39][CH2:38][CH:37]([N:40]3[CH2:49][C:48]4[C:43](=[CH:44][CH:45]=[CH:46][CH:47]=4)[NH:42][C:41]3=[O:50])[CH2:36][CH2:35]2)=[O:33])[C:17]([N:19]2[CH2:24][CH2:23][CH:22]([N:25]3[CH2:30][CH2:29][CH2:28][CH2:27][CH2:26]3)[CH2:21][CH2:20]2)=[O:18])[C:11](=[O:51])[CH:10]=1)C1C=CC=CC=1>[Pd].CO>[N:25]1([CH:22]2[CH2:23][CH2:24][N:19]([C:17](=[O:18])[CH:16]([NH:31][C:32]([N:34]3[CH2:35][CH2:36][CH:37]([N:40]4[CH2:49][C:48]5[C:43](=[CH:44][CH:45]=[CH:46][CH:47]=5)[NH:42][C:41]4=[O:50])[CH2:38][CH2:39]3)=[O:33])[CH2:15][N:12]3[CH:13]=[CH:14][C:9]([OH:8])=[CH:10][C:11]3=[O:51])[CH2:20][CH2:21]2)[CH2:26][CH2:27][CH2:28][CH2:29][CH2:30]1. Reported procedure: A stirred solution of 4-(2-oxo-1,4-dihydro-2H-quinazolin-3-yl)-piperidine-1-carboxylic acid[1-(4-benzyloxy-2-oxo-2H-pyridin-1-ylmethyl)-2-[1,4′]bipiperidinyl-1′-yl-2-oxo-ethyl]-amide (29 mg) and 10% palladium on charcoal (5 mg) in methanol (1 mL) was placed under an atmosphere of hydrogen. After 1 h at room temperature, the reaction was flushed with nitrogen, filtered through celite, and concentrated to give the product. 1H-NMR (CD3OD, 500 MHz) δ 1.40-1.85 (m, 12H), 2.04 (dd, J=27.4, 17.0, 2H), ... The reactants are ClC1=NC(=CC(=N1)CCC)C1=CC(=CC=C1)C(F)(F)F (2-chloro-4-propyl-6-(3-trifluoromethylphenyl)-pyrimidine), [Cu]C#N (copper(I) cyanide), C(C)(=O)OCC (ethyl acetate), N (ammonia). Solvent: CN1C(CCC1)=O (1-methyl-2-pyrrolidinone). Reaction conditions: temperature 200 celsius. The product is C(CC)C1=NC(=NC(=C1)C1=CC(=CC=C1)C(F)(F)F)C#N (4-propyl-6-(3-trifluoromethylphenyl)-pyrimidine-2-carbonitrile). The yield is 8.5%. As a reaction SMILES: Cl[C:2]1[N:7]=[C:6]([CH2:8][CH2:9][CH3:10])[CH:5]=[C:4]([C:11]2[CH:16]=[CH:15][CH:14]=[C:13]([C:17]([F:20])([F:19])[F:18])[CH:12]=2)[N:3]=1.[Cu][C:22]#[N:23].C(OCC)(=O)C.N>CN1CCCC1=O>[CH2:8]([C:6]1[CH:5]=[C:4]([C:11]2[CH:16]=[CH:15][CH:14]=[C:13]([C:17]([F:20])([F:19])[F:18])[CH:12]=2)[N:3]=[C:2]([C:22]#[N:23])[N:7]=1)[CH2:9][CH3:10]. Procedure details: To a solution of 2-chloro-4-propyl-6-(3-trifluoromethylphenyl)-pyrimidine (50 mg) in 1-methyl-2-pyrrolidinone (2 mL), was added copper(I) cyanide (60 mg). The suspension was heated in the microwave at 200° C. for 20 min, than poured into a mixture of ethyl acetate (10 mL) and ammonia solution (5 mL). The organic layer was separated, washed with water (10 mL), dried over sodium sulphate and evaporated at reduced pressure. Preparative HPLC afforded the title compound 4-propyl-6-(3-trifluoromethylp... Reactants: C=1C=CN2C1CNC1=C(C2)C=CC=C1 (10,11-dihydro-5H-pyrrolo[2,1-c][1,4]benzodiazepine), BrCC1=CC=C(C=C1)C1=CC=CC=C1 (4-bromomethyl-biphenyl), C([O-])([O-])=O.[K+].[K+] (potassium carbonate). The solvent is CN(C=O)C (N, N-dimethyl formamide). Reaction conditions: time 24 hour. Product: C1(=CC=C(C=C1)CN1CC=2N(CC3=C1C=CC=C3)C=CC2)C2=CC=CC=C2 (10-(1,1′-Biphenyl-4-ylmethyl)-10,11-dihydro-5H-pyrrolo[2,1-c][1,4]benzodiazepine). The yield is 109.9%. RXN SMILES: [CH:1]1[CH:2]=[CH:3][N:4]2[CH2:10][C:9]3[CH:11]=[CH:12][CH:13]=[CH:14][C:8]=3[NH:7][CH2:6][C:5]=12.Br[CH2:16][C:17]1[CH:22]=[CH:21][C:20]([C:23]2[CH:28]=[CH:27][CH:26]=[CH:25][CH:24]=2)=[CH:19][CH:18]=1.C(=O)([O-])[O-].[K+].[K+]>CN(C)C=O>[C:20]1([C:23]2[CH:24]=[CH:25][CH:26]=[CH:27][CH:28]=2)[CH:19]=[CH:18][C:17]([CH2:16][N:7]2[C:8]3[CH:14]=[CH:13][CH:12]=[CH:11][C:9]=3[CH2:10][N:4]3[CH:3]=[CH:2][CH:1]=[C:5]3[CH2:6]2)=[CH:22][CH:21]=1 |f:2.3.4|. Procedure: A mixture of 10,11-dihydro-5H-pyrrolo[2,1-c][1,4]benzodiazepine (0.200 g, 1.09 mmol), 4-bromomethyl-biphenyl (0.322 g, 1.303 mmol) and potassium carbonate (0.300 g, 2.17 mol) in dry N, N-dimethyl formamide (6 mL) was stirred at room temperature under nitrogen for 24 hours. The reaction mixture was then partitioned between ethyl acetate (50 mL) and 2 M sodium hydroxide (50 mL). The separated organic phase was washed with 2 M sodium hydroxide (50 mL), water (50 mL) and brine (50 mL), dried over an... RXN SMILES: [CH2:1]([CH:2]=[CH2:3])[Br:4].[CH2:28]([Cl:29])[Cl:30].[CH3:14][O:15][c:16]1[c:17]([CH2:18][NH2:19])[cH:20][cH:21][c:22]([O:24][CH3:25])[cH:23]1.[CH:5]([N:6]([CH:7]([CH3:8])[CH3:9])[CH2:10][CH3:11])([CH3:12])[CH3:13].[Na+:27].[OH-:26]>>[CH2:1]([CH:2]=[CH2:3])[NH:19][CH2:18][c:17]1[c:16]([O:15][CH3:14])[cH:23][c:22]([O:24][CH3:25])[cH:21][cH:20]1. Starting materials: C=CCBr, ClCCl, COc1ccc(CN)c(OC)c1, CCN(C(C)C)C(C)C, [Na+], [OH-]. Yields the product C=CCNCc1ccc(OC)cc1OC. Starting materials: CC(=O)O, O=C(CC(C(=O)NC1Cc2cn(c3ccccc23)CCOCCNC1=O)n1ccc(-c2ccc(-c3ccncc3)cc2)c1)OCc1ccccc1, C1CCOC1, CCOC(C)=O, CCO, O=CO. Yields the product O=C(O)CC(C(=O)NC1Cc2cn(c3ccccc23)CCOCCNC1=O)n1ccc(-c2ccc(-c3ccncc3)cc2)c1. RXN SMILES: [C:55]([OH:56])(=[O:57])[CH3:58].[CH2:1]([c:2]1[cH:3][cH:4][cH:5][cH:6][cH:7]1)[O:8][C:9]([CH2:10][CH:11]([C:12](=[O:13])[NH:14][CH:15]1[C:16](=[O:33])[NH:17][CH2:18][CH2:19][O:20][CH2:21][CH2:22][n:23]2[c:24]3[cH:25][cH:26][cH:27][cH:28][c:29]3[c:30]([cH:32]2)[CH2:31]1)[n:34]1[cH:35][c:36](-[c:39]2[cH:40][cH:41][c:42](-[c:45]3[cH:46][cH:47][n:48][cH:49][cH:50]3)[cH:43][cH:44]2)[cH:37][cH:38]1)=[O:51].[CH2:68]1[O:69][CH2:70][CH2:71][CH2:72]1.[CH3:59][CH2:60][O:61][C:62]([CH3:63])=[O:64].[CH3:65][CH2:66][OH:67].[CH:52]([OH:53])=[O:54]>>[O:8]=[C:9]([CH2:10][CH:11]([C:12](=[O:13])[NH:14][CH:15]1[C:16](=[O:33])[NH:17][CH2:18][CH2:19][O:20][CH2:21][CH2:22][n:23]2[c:24]3[cH:25][cH:26][cH:27][cH:28][c:29]3[c:30]([cH:32]2)[CH2:31]1)[n:34]1[cH:35][c:36](-[c:39]2[cH:40][cH:41][c:42](-[c:45]3[cH:46][cH:47][n:48][cH:49][cH:50]3)[cH:43][cH:44]2)[cH:37][cH:38]1)[OH:51]. The reactants are C(C1=CN=CC=C1)(=O)O (nicotinic acid), O=P(Cl)(Cl)Cl (POCl3). Yields the product Cl.C(C1=CN=CC=C1)(=O)Cl (Nicotinoyl chloride hydrochloride). As a reaction SMILES: [C:1]([OH:9])(=O)[C:2]1[CH:7]=[CH:6][CH:5]=[N:4][CH:3]=1.O=P(Cl)(Cl)[Cl:12]>>[ClH:12].[C:1]([Cl:12])(=[O:9])[C:2]1[CH:7]=[CH:6][CH:5]=[N:4][CH:3]=1 |f:2.3|. Reported procedure: A solution of nicotinic acid (0.50 g, 4.0 mmol) and POCl3 (5 mL) was heated at reflux for 1.5 h and concentrated. The product obtained was directly used in the next reaction. Reaction conditions: time 1 hour. The solvent is ClC(C)Cl (dichloroethane), C(Cl)Cl (methylene chloride). As a reaction SMILES: [CH2:1]([O:8][C:9]([C:11]1[N:12]([CH2:24][C:25]2[CH:30]=[CH:29][C:28]([N+:31]([O-:33])=[O:32])=[CH:27][CH:26]=2)[C:13]2[C:18]([CH:19]=1)=[CH:17][C:16]([CH2:20][C:21](=O)[CH3:22])=[CH:15][CH:14]=2)=[O:10])[C:2]1[CH:7]=[CH:6][CH:5]=[CH:4][CH:3]=1.[NH2:34][CH2:35][C@H:36]([OH:45])[CH2:37][O:38][C:39]1[CH:44]=[CH:43][CH:42]=[CH:41][CH:40]=1.S([O-])([O-])(=O)=O.[Na+].[Na+].C(O)(=O)C.C(O[BH-](OC(=O)C)OC(=O)C)(=O)C.[Na+]>ClC(Cl)C.C(Cl)Cl>[CH2:1]([O:8][C:9]([C:11]1[N:12]([CH2:24][C:25]2[CH:30]=[CH:29][C:28]([N+:31]([O-:33])=[O:32])=[CH:27][CH:26]=2)[C:13]2[C:18]([CH:19]=1)=[CH:17][C:16]([CH2:20][CH:21]([NH:34][CH2:35][C@H:36]([OH:45])[CH2:37][O:38][C:39]1[CH:44]=[CH:43][CH:42]=[CH:41][CH:40]=1)[CH3:22])=[CH:15][CH:14]=2)=[O:10])[C:2]1[CH:7]=[CH:6][CH:5]=[CH:4][CH:3]=1 |f:2.3.4,6.7|. Yield: 69.0%. Procedure details: To a solution of 1-(4-nitro-benzyl)-5-(2-oxo-propyl)-1H-indole-2-carboxylic acid benzyl ester (540 mg, 1.22 mmol) and 1-amino-3-phenoxypropan-2(S)-ol (245 mg, 1.46 mmol) in dichloroethane (20 ml) was added powdered sodium sulfate (1.73 g, 12.2 mmol), and the mixture was stirred for about one hour at room temperature under nitrogen. Acetic acid (87.9 mg, 0.084 ml, 1.46 mmol) and sodium triacetoxyborohydride (388 mg, 1.83 mmol) were added. After about 6 hours, additional sodium triacetoxyborohydri... The reactants are C(C1=CC=CC=C1)OC(=O)C=1N(C2=CC=C(C=C2C1)CC(C)=O)CC1=CC=C(C=C1)[N+](=O)[O-] (1-(4-nitro-benzyl)-5-(2-oxo-propyl)-1H-indole-2-carboxylic acid benzyl ester), NC[C@@H](COC1=CC=CC=C1)O (1-amino-3-phenoxypropan-2(S)-ol), S(=O)(=O)([O-])[O-].[Na+].[Na+] (sodium sulfate), C(C)(=O)O[BH-](OC(C)=O)OC(C)=O.[Na+] (sodium triacetoxyborohydride), C(C)(=O)O (acetic acid), NC[C@@H](COC1=CC=CC=C1)O (1-amino-3-phenoxypropan-2(S)-ol), C(C)(=O)O (Acetic acid), C(C)(=O)O[BH-](OC(C)=O)OC(C)=O.[Na+] (sodium triacetoxyborohydride). Yields the product C(C1=CC=CC=C1)OC(=O)C=1N(C2=CC=C(C=C2C1)CC(C)NC[C@@H](COC1=CC=CC=C1)O)CC1=CC=C(C=C1)[N+](=O)[O-] (5-[2-(2(S)-Hydroxy-3-phenoxy-propylamino)-propyl]-1-(4-nitrobenzyl)-1H-indole-2-carboxylic Acid Benzyl Ester). The reactants are ClC1=C(C(=CC=C1F)Cl)[C@@H](C)OC=1C2=C(C=NC1N)C(=CO2)C=2CCNCC2 (7-[(R)-1-(2,6-Dichloro-3-fluorophenyl)ethoxy]-3-(1,2,3,6-tetrahydropyridin-4-yl)furo[3,2-c]pyridin-6-ylamine), O=C1CN(C1)C(=O)OC(C)(C)C (tert-butyl 3-oxoazetidine-1-carboxylate), C(C)(=O)O[BH-](OC(C)=O)OC(C)=O.[Na+] (sodium triacetoxyborohydride), ClCCCl (1,2-dichloroethane), C(Cl)Cl (DCM), C(=O)(C(F)(F)F)O (TFA). Run at temperature 70 celsius, time 8 hour. Product: N1CC(C1)N1CCC(=CC1)C1=COC2=C1C=NC(=C2O[C@H](C)C2=C(C(=CC=C2Cl)F)Cl)N (3-(1-Azetidin-3-yl-1,2,3,6-tetrahydropyridin-4-yl)-7-[(R)-1-(2,6-dichloro-3-fluorophenyl)ethoxy]furo[3,2-c]pyridin-6-ylamine). RXN SMILES: [Cl:1][C:2]1[C:7]([F:8])=[CH:6][CH:5]=[C:4]([Cl:9])[C:3]=1[C@H:10]([O:12][C:13]1[C:14]2[O:22][CH:21]=[C:20]([C:23]3[CH2:24][CH2:25][NH:26][CH2:27][CH:28]=3)[C:15]=2[CH:16]=[N:17][C:18]=1[NH2:19])[CH3:11].O=[C:30]1[CH2:33][N:32](C(OC(C)(C)C)=O)[CH2:31]1.C(O[BH-](OC(=O)C)OC(=O)C)(=O)C.[Na+].ClCCCl.C(Cl)Cl.C(O)(C(F)(F)F)=O>>[NH:32]1[CH2:33][CH:30]([N:26]2[CH2:25][CH:24]=[C:23]([C:20]3[C:15]4[CH:16]=[N:17][C:18]([NH2:19])=[C:13]([O:12][C@@H:10]([C:3]5[C:4]([Cl:9])=[CH:5][CH:6]=[C:7]([F:8])[C:2]=5[Cl:1])[CH3:11])[C:14]=4[O:22][CH:21]=3)[CH2:28][CH2:27]2)[CH2:31]1 |f:2.3|. Procedure details: 7-[(R)-1-(2,6-Dichloro-3-fluorophenyl)ethoxy]-3-(1,2,3,6-tetrahydropyridin-4-yl)furo[3,2-c]pyridin-6-ylamine (10.0 mg, 0.0237 mmol), tert-butyl 3-oxoazetidine-1-carboxylate (8.11 mg, 0.0474 mmol), sodium triacetoxyborohydride (25.1 mg, 0.118 mmol) and 1,2-dichloroethane (1.0 mL, 13 mmol) were mixed and stirred at 70° C. overnight. After extraction with DCM and water, the organic layer was dried and dissolved in DCM (1.0 mL, 16 mmol). TFA (1.0 mL, 13 mmol) was added at 0° C. The mixture was stirr...